Dataset: the Open Reaction Database (ORD), a public repository of structured organic reaction records. Task: describe an organic reaction: reactants, conditions, products, and yield The reactants are [OH-].[Na+] (sodium hydroxide), Br.CNCCC1=CC=C(C=C1)O (N-methyl-N-(2-[4-hydroxyphenyl]ethyl) amine HBr salt), [OH-].[Na+] (sodium hydroxide). The solvent is CO (methanol), CO (methanol). Yields the product CNCCC1=CC=C(C=C1)O (N-methyl-N-(2-[4-hydroxyphenyl]ethyl) amine). As a reaction SMILES: [OH-].[Na+].Br.[CH3:4][NH:5][CH2:6][CH2:7][C:8]1[CH:13]=[CH:12][C:11]([OH:14])=[CH:10][CH:9]=1>CO>[CH3:4][NH:5][CH2:6][CH2:7][C:8]1[CH:13]=[CH:12][C:11]([OH:14])=[CH:10][CH:9]=1 |f:0.1,2.3|. Procedure: In a separate reaction vessel, a mixture of sodium hydroxide (0.603 Kg) and methanol (3.18 Kg) was stirred until the sodium hydroxide was completely dissolved and then N-methyl-N-(2-[4-hydroxyphenyl]ethyl) amine HBr salt (A12 HBr) (1 kg, by assay) in methanol (1.58 Kg) was added under an atmosphere of nitrogen. After stirring, the above mixture was concentrated to provide N-methyl-N-(2-[4-hydroxyphenyl]ethyl) amine as a slurry. The solution was cooled to about 5° C. under an atmosphere of nitrog... The reactants are BOC, C(C)(C)(C)OC(=O)N1[C@@H](CCC1)COC1=CC(=CC=C1)[N+](=O)[O-] ((S)-1-t-Butoxycarbonyl-2-(3-(nitro)phenoxymethyl)pyrrolidine), C(=O)(C(F)(F)F)O.C(Cl)Cl (TFA methylene chloride). Conditions: time 16 hour. Yields the product Cl.[N+](=O)([O-])C=1C=C(OC[C@H]2NCCC2)C=CC1 (2(S)-(3-(Nitro)phenoxymethyl)pyrrolidine hydrochloride). As a reaction SMILES: C(OC([N:8]1[CH2:12][CH2:11][CH2:10][C@H:9]1[CH2:13][O:14][C:15]1[CH:20]=[CH:19][CH:18]=[C:17]([N+:21]([O-:23])=[O:22])[CH:16]=1)=O)(C)(C)C.C(O)(C(F)(F)F)=O.C(Cl)[Cl:32]>>[ClH:32].[N+:21]([C:17]1[CH:16]=[C:15]([CH:20]=[CH:19][CH:18]=1)[O:14][CH2:13][C@@H:9]1[CH2:10][CH2:11][CH2:12][NH:8]1)([O-:23])=[O:22] |f:1.2,3.4|. Procedure details: A 159 mg sample of the BOC-protected intermediate from step 1b above was dissolved in 10 mL of 1:1 TFA/methylene chloride and stirred at room temperature for 16 hr. The solvents were removed by evaporation, and excess 10% aqueous NaHCO3 was added. The solution was extracted 3× with methylene chloride, the extract was dried over MgSO4 and the solvent was removed. The residue was purified by column chromatography on silica gel, eluting with 10:1 chloroform:methanol. The product was dissolved in et... Reactants: C1(CCCC1)CCN (2-cyclopentylethanamine), IC=1C=C(C(=O)O)C=CC1C (3-iodo-4-methylbenzoic acid), ClCCl (dicloromethane), Cl.CN(CCCN=C=NCC)C (1-(3-dimethylaminopropyl)-3-ethylcarbodiimide hydrochloride). Run in CN(C)C=O (DMF). Run at temperature 0 celsius, time 1 hour. The product is C1(CCCC1)CCNC(C1=CC(=C(C=C1)C)I)=O (N-(2-cyclopentylethyl)-3-iodo-4-methylbenzamide). Reaction SMILES: [I:1][C:2]1[CH:3]=[C:4]([CH:8]=[CH:9][C:10]=1[CH3:11])[C:5]([OH:7])=O.ClCCl.Cl.CN(C)CCCN=C=NCC.[CH:27]1([CH2:32][CH2:33][NH2:34])[CH2:31][CH2:30][CH2:29][CH2:28]1>CN(C=O)C>[CH:27]1([CH2:32][CH2:33][NH:34][C:5](=[O:7])[C:4]2[CH:8]=[CH:9][C:10]([CH3:11])=[C:2]([I:1])[CH:3]=2)[CH2:31][CH2:30][CH2:29][CH2:28]1 |f:2.3|. Reported procedure: In a round-bottomed flask was charged 3-iodo-4-methylbenzoic acid (1.4 g, 5.4 mmol), dicloromethane (4 ml), and DMF (2 ml). This mixture was cooled to 0° C. and 1-(3-dimethylaminopropyl)-3-ethylcarbodiimide hydrochloride (1.2 g, 6.3 mmol) was added. The reaction mixture was stirred for 10 min before 2-cyclopentylethanamine (0.47 g, 4.2 mmol) was introduced. The reaction mixture was stirred at 0° C. for 1 h, then at RT under N2 for 16 h. The reaction was partitioned between DCM (60 ml) and brine ... Reactants: CC(C)C(=O)Cl, CC#N, Cl, C1CCC2=NCCCN2CC1, NCc1cccc2c1C(=O)N(C1CCC(=O)NC1=O)C2=O. Product: CC(C)C(=O)NCc1cccc2c1C(=O)N(C1CCC(=O)NC1=O)C2=O. As a reaction SMILES: [C:34]([CH:35]([CH3:36])[CH3:37])(=[O:38])[Cl:39].[CH3:40][C:41]#[N:42].[ClH:12].[N:1]12[CH2:2][CH2:3][CH2:4][N:5]=[C:6]1[CH2:7][CH2:8][CH2:9][CH2:10][CH2:11]2.[NH2:13][CH2:14][c:15]1[c:16]2[c:20]([cH:21][cH:22][cH:23]1)[C:19](=[O:24])[N:18]([CH:25]1[C:26](=[O:32])[NH:27][C:28](=[O:31])[CH2:29][CH2:30]1)[C:17]2=[O:33]>>[NH:13]([CH2:14][c:15]1[c:16]2[c:20]([cH:21][cH:22][cH:23]1)[C:19](=[O:24])[N:18]([CH:25]1[C:26](=[O:32])[NH:27][C:28](=[O:31])[CH2:29][CH2:30]1)[C:17]2=[O:33])[C:34]([CH:35]([CH3:36])[CH3:37])=[O:38]. Starting materials: CS(C)=O, COc1cc(F)c(Cl)cc1[N+](=O)[O-], O=C(O)C(F)(F)F, O=C(O)C(F)(F)F, [K+], [K+], O=C(OCc1ccccc1)N1CCN(C2CCNCC2)CC1, O=C([O-])[O-], O. Yields the product COc1cc(N2CCC(N3CCN(C(=O)OCc4ccccc4)CC3)CC2)c(Cl)cc1[N+](=O)[O-]. As a reaction SMILES: [CH3:57][S:58]([CH3:59])=[O:60].[Cl:1][c:2]1[c:3]([F:13])[cH:4][c:5]([O:11][CH3:12])[c:6]([N+:8](=[O:9])[O-:10])[cH:7]1.[F:20][C:21]([F:22])([F:23])[C:24]([OH:25])=[O:26].[F:27][C:28]([F:29])([F:30])[C:31]([OH:32])=[O:33].[K+:14].[K+:15].[NH:34]1[CH2:35][CH2:36][CH:37]([N:40]2[CH2:41][CH2:42][N:43]([C:46](=[O:47])[O:48][CH2:49][c:50]3[cH:51][cH:52][cH:53][cH:54][cH:55]3)[CH2:44][CH2:45]2)[CH2:38][CH2:39]1.[O-:16][C:17]([O-:18])=[O:19].[OH2:56]>>[Cl:1][c:2]1[c:3]([N:34]2[CH2:35][CH2:36][CH:37]([N:40]3[CH2:41][CH2:42][N:43]([C:46](=[O:47])[O:48][CH2:49][c:50]4[cH:51][cH:52][cH:53][cH:54][cH:55]4)[CH2:44][CH2:45]3)[CH2:38][CH2:39]2)[cH:4][c:5]([O:11][CH3:12])[c:6]([N+:8](=[O:9])[O-:10])[cH:7]1. The reactants are C(C)(=O)C1=CC=2C=CC3=CC=CC=C3C2C=C1 (2-acetylphenanthrene), ClC=1C=C(C(=O)OO)C=CC1 (m-chloro-peroxybenzoic acid). Run in C(Cl)Cl (CH2Cl2). Run at time 93 hour. Yields the product C(C)(=O)OC1=CC=2C=CC3=CC=CC=C3C2C=C1 (2-Acetoxyphenanthrene). Yield: 64.3%. Reaction SMILES: C([C:4]1[CH:17]=[CH:16][C:15]2[C:14]3[C:9](=[CH:10][CH:11]=[CH:12][CH:13]=3)[CH:8]=[CH:7][C:6]=2[CH:5]=1)(=O)C.ClC1C=[C:21](C=CC=1)[C:22]([O:24]O)=[O:23]>C(Cl)Cl>[C:22]([O:24][C:4]1[CH:17]=[CH:16][C:15]2[C:10]3[C:9](=[CH:14][CH:13]=[CH:12][CH:11]=3)[CH:8]=[CH:7][C:6]=2[CH:5]=1)(=[O:23])[CH3:21]. Reported procedure: A solution of 2.2 g (10 mmol) of 2-acetylphenanthrene in 50 mL of CH2Cl2 was stirred with 3.45 g (20 mmol) of m-chloro-peroxybenzoic acid for 3 h and allowed to stand for 93 h at room temperature. The solution was washed twice with 5% KOH solution and once with H2O, was dried and the solvent removed. From MeOH there was obtained 1.52 g of the title compound, m.p. 141°-142.5°. Reported procedure: The product from Example 66C (0.50 g, 3.5 mmol), 3-bromo-4-fluorobenzaldehyde (0.88 g, 4.2 mmol) and methyl 3-aminocrotonate (0.40 g, 3.5 mmol) in ethanol (5 mL) were processed as described in Example 71 to provide the title compound (0.31 g). Reaction SMILES: [CH3:1][C:2]1([CH3:10])[C:7](=[O:8])[CH2:6][C:5](=O)[CH2:4][O:3]1.[Br:11][C:12]1[CH:13]=[C:14]([CH:17]=[CH:18][C:19]=1[F:20])[CH:15]=O.[NH2:21]/[C:22](/[CH3:28])=[CH:23]\[C:24]([O:26]C)=[O:25]>C(O)C>[Br:11][C:12]1[CH:13]=[C:14]([CH:15]2[C:6]3[C:7](=[O:8])[C:2]([CH3:10])([CH3:1])[O:3][CH2:4][C:5]=3[NH:21][C:22]3[CH2:28][O:26][C:24](=[O:25])[C:23]2=3)[CH:17]=[CH:18][C:19]=1[F:20]. Reactants: CC1(OCC(CC1=O)=O)C (2,2-dimethyl-2H-pyran-3,5(4H,6H)-dione), BrC=1C=C(C=O)C=CC1F (3-bromo-4-fluorobenzaldehyde), N\C(=C/C(=O)OC)\C (methyl 3-aminocrotonate). Solvent: C(C)O (ethanol). The yield is 21.7%. Yields the product BrC=1C=C(C=CC1F)C1C2=C(NC3=C1C(C(OC3)(C)C)=O)COC2=O (9-(3-bromo-4-fluorophenyl)-7,7-dimethyl-5,9-dihydro-3H-furo[3,4-b]pyrano[4,3-e]pyridine-1,8(4H,7H)-dione). The reactants are C(Cl)Cl (methylene chloride), [H][H] (hydrogen), C1(=CC=CC=C1)C=C(C(=O)OC)C(C(C(=O)OC)=CC1=CC=CC=C1)=O (Dimethyl 2,4-bis(phenylmethylene)-3-oxo-glutarate). Reagents/catalysts: [Pd] (palladium on carbon). The solvent is CO (methanol). Product: COC(C(C(C(C(=O)OC)CC1=CC=CC=C1)=O)CC1=CC=CC=C1)=O (Dimethyl-2,4-bis(phenylmethyl)-3-oxoglutarate). Isolated yield 58.6%. Reaction SMILES: [C:1]1([CH:7]=[C:8]([C:13](=[O:26])[C:14](=[CH:19][C:20]2[CH:25]=[CH:24][CH:23]=[CH:22][CH:21]=2)[C:15]([O:17][CH3:18])=[O:16])[C:9]([O:11][CH3:12])=[O:10])[CH:6]=[CH:5][CH:4]=[CH:3][CH:2]=1.[H][H].C(Cl)Cl>CO.[Pd]>[CH3:18][O:17][C:15](=[O:16])[CH:14]([CH2:19][C:20]1[CH:21]=[CH:22][CH:23]=[CH:24][CH:25]=1)[C:13](=[O:26])[CH:8]([CH2:7][C:1]1[CH:6]=[CH:5][CH:4]=[CH:3][CH:2]=1)[C:9]([O:11][CH3:12])=[O:10]. Procedure: Dimethyl 2,4-bis(phenylmethylene)-3-oxo-glutarate (630 mg, 1.8 mmol) (C. H. Chen, et al, J. Org. Chem., 1981, 46, 2752-2757) was dissolved in about 100 mL of methanol and 250 mg of 10% palladium on carbon was added. The reaction mixture was shaken at ambient temperature under 4 atmospheres of hydrogen for about 12 h. The catalyst was removed by filtration and the filtrate was concentrated under reduced pressure. The residue (750 mg) was taken up in ~15 mL of methylene chloride and applied to a 1... Reactants: Cl.C(C)(C)(C)NCC(O)C1=CC=C(C(C(=O)N)=C1)O (5-(2-tert.butylamino-1-hydroxyethyl)-salicylamide hydrochloride), C([O-])([O-])=O.[K+].[K+] (potassium carbonate), C(C1=CC=CC=C1)Cl (Benzyl chloride). Solvent: CC(=O)CC (ethyl methyl ketone), CC(=O)CC (ethyl methyl ketone). Conditions: time 0.5 hour. Product: C(C1=CC=CC=C1)OC1=C(C(=O)N)C=C(C=C1)C(CNC(C)(C)C)O (2-(benzyloxy)-5-(2-tert. butylamino-1-hydroxyethyl)-benzamide). The yield is 59.0%. RXN SMILES: Cl.[C:2]([NH:6][CH2:7][CH:8]([C:10]1[CH:18]=[C:14]([C:15]([NH2:17])=[O:16])[C:13]([OH:19])=[CH:12][CH:11]=1)[OH:9])([CH3:5])([CH3:4])[CH3:3].C(=O)([O-])[O-].[K+].[K+].[CH2:26](Cl)[C:27]1[CH:32]=[CH:31][CH:30]=[CH:29][CH:28]=1>CC(CC)=O>[CH2:26]([O:19][C:13]1[CH:12]=[CH:11][C:10]([CH:8]([OH:9])[CH2:7][NH:6][C:2]([CH3:5])([CH3:3])[CH3:4])=[CH:18][C:14]=1[C:15]([NH2:17])=[O:16])[C:27]1[CH:32]=[CH:31][CH:30]=[CH:29][CH:28]=1 |f:0.1,2.3.4|. Reported procedure: 5-(2-tert.butylamino-1-hydroxyethyl)-salicylamide hydrochloride (2.0g) in ethyl methyl ketone (50 ml) and anhydrous potassium carbonate (1.5 g) were refluxed together with stirring for 1/2 hour. Benzyl chloride (1.75 g) in ethyl methyl ketone (5 ml) was added dropwise with stirring and the mixture was refluxed for 17 hours. The potassium salts were filtered off and the filtrate was evaporated to dryness in vacuo leaving a cream solid which was crystallised from ethyl acetate to afford 2-(benzylo...